From a dataset of the Open Reaction Database (ORD), a public repository of structured organic reaction records. describe an organic reaction: reactants, conditions, products, and yield The reactants are CC(=O)N1CCn2c1nc1c2c(=O)n(CCCCC(C)OS(C)(=O)=O)c(=O)n1C, CS(C)=O, [N-]=[N+]=[N-], [Na+], O. The product is CC(=O)N1CCn2c1nc1c2c(=O)n(CCCCC(C)N=[N+]=[N-])c(=O)n1C. As a reaction SMILES: [C:1]([CH3:2])(=[O:3])[N:4]1[CH2:5][CH2:6][n:7]2[c:8]1[n:9][c:10]1[n:11]([CH3:29])[c:12](=[O:28])[n:13]([CH2:17][CH2:18][CH2:19][CH2:20][CH:21]([CH3:22])[O:23][S:24]([CH3:25])(=[O:26])=[O:27])[c:14](=[O:16])[c:15]21.[CH3:35][S:36]([CH3:37])=[O:38].[N-:31]=[N+:32]=[N-:33].[Na+:30].[OH2:34]>>[C:1]([CH3:2])(=[O:3])[N:4]1[CH2:5][CH2:6][n:7]2[c:8]1[n:9][c:10]1[n:11]([CH3:29])[c:12](=[O:28])[n:13]([CH2:17][CH2:18][CH2:19][CH2:20][CH:21]([CH3:22])[N:31]=[N+:32]=[N-:33])[c:14](=[O:16])[c:15]21. Reactants: NC1=CC(N(C(N1C)=O)C)=O (6-amino-1,3-dimethyluracil), aqueous solution, OO (hydrogen peroxide), S(O)(O)(=O)=O (sulfuric acid), FC(F)(F)I (trifluoromethyl iodide). The reagents and catalysts are S(=O)(=O)([O-])[O-].[Fe+2] (iron (II) sulfate). Solvent: CS(=O)C (dimethyl sulfoxide), CS(=O)C (dimethyl sulfoxide). Run at temperature 45 celsius, time 20 minute. Yields the product NC1=C(C(N(C(N1C)=O)C)=O)C(F)(F)F (6-amino-1,3-dimethyl-5-trifluoromethyluracil). Isolated yield 95.0%. As a reaction SMILES: [NH2:1][C:2]1[N:7]([CH3:8])[C:6](=[O:9])[N:5]([CH3:10])[C:4](=[O:11])[CH:3]=1.S(=O)(=O)(O)O.[F:17][C:18](I)([F:20])[F:19].OO>S([O-])([O-])(=O)=O.[Fe+2].CS(C)=O>[NH2:1][C:2]1[N:7]([CH3:8])[C:6](=[O:9])[N:5]([CH3:10])[C:4](=[O:11])[C:3]=1[C:18]([F:20])([F:19])[F:17] |f:4.5|. Reported procedure: 0.16 g (1.0 mmol) of 6-amino-1,3-dimethyluracil was weighed and placed in a 50 ml two-neck flask equipped with a magnetic rotor and the atmosphere in the flask was replaced with argon. The following materials were added thereinto: 2.0 ml of a 1N dimethyl sulfoxide solution of sulfuric acid, 1.0 ml of a 2.1 mol/l dimethyl sulfoxide solution of trifluoromethyl iodide, 0.2 ml of a 30% hydrogen peroxide aqueous solution and 0.3 ml of a 1.0 mol/l aqueous solution of iron (II) sulfate. The mixture was... Reactants: Amidine, ClP(C1=CC=CC=C1)C1=CC=CC=C1 (chlorodiphenylphosphine), C1(=CC=CC=C1)SC1=C(C=CC=C1)NC(C1=CC=CC=C1)=N (N1-(2-(phenylthio)phenyl)benzamidine), C(CCC)[Li] (butyllithium). Product: C1(=CC=CC=C1)P(N=C(C1=CC=CC=C1)NC1=C(C=CC=C1)SC1=CC=CC=C1)C1=CC=CC=C1 (N2-(diphenylphosphino)-N1-(2-(phenylthio)phenyl)benzamidine). Reaction SMILES: [C:1]1([S:7][C:8]2[CH:13]=[CH:12][CH:11]=[CH:10][C:9]=2[NH:14][C:15](=[NH:22])[C:16]2[CH:21]=[CH:20][CH:19]=[CH:18][CH:17]=2)[CH:6]=[CH:5][CH:4]=[CH:3][CH:2]=1.C([Li])CCC.Cl[P:29]([C:36]1[CH:41]=[CH:40][CH:39]=[CH:38][CH:37]=1)[C:30]1[CH:35]=[CH:34][CH:33]=[CH:32][CH:31]=1>>[C:36]1([P:29]([C:30]2[CH:31]=[CH:32][CH:33]=[CH:34][CH:35]=2)[N:22]=[C:15]([NH:14][C:9]2[CH:10]=[CH:11][CH:12]=[CH:13][C:8]=2[S:7][C:1]2[CH:2]=[CH:3][CH:4]=[CH:5][CH:6]=2)[C:16]2[CH:17]=[CH:18][CH:19]=[CH:20][CH:21]=2)[CH:37]=[CH:38][CH:39]=[CH:40][CH:41]=1. Reported procedure: Procedure as described for NP Amidine I using the following amounts and modifications: 1.34 g of N1-(2-(phenylthio)phenyl)benzamidine (Amidine XIV, 4.4 mmol), 2.20 mL of 2.0 M butyllithium (4.4 mmol), 0.78 mL chlorodiphenylphosphine (4.4 mmol). After filtration to remove lithium chloride and removal of solvent, a sticky solid was isolated (2.01 g, 93%). Reactants: ICCCS(=O)(=O)NCC(COC(NCCCCCCCCCCCCCCCCCC)=O)OC (3-(3-iodopropylsulfonylamino)-2-methoxy-1-octadecylcarbamoyloxypropane), S1C=NC=C1 (thiazole). Product: [I-].COC(COC(NCCCCCCCCCCCCCCCCCC)=O)CNS(=O)(=O)CCCC=1SC=C[NH+]1 (2-methoxy-1-octadecylcarbamoyloxy-3-(3-thiazoliopropylsulfonylamino)propane iodide). Yield: 55.0%. As a reaction SMILES: [I:1][CH2:2][CH2:3][CH2:4][S:5]([NH:8][CH2:9][CH:10]([O:34][CH3:35])[CH2:11][O:12][C:13](=[O:33])[NH:14][CH2:15][CH2:16][CH2:17][CH2:18][CH2:19][CH2:20][CH2:21][CH2:22][CH2:23][CH2:24][CH2:25][CH2:26][CH2:27][CH2:28][CH2:29][CH2:30][CH2:31][CH3:32])(=[O:7])=[O:6].[S:36]1[CH:40]=[CH:39][N:38]=[CH:37]1>>[I-:1].[CH3:35][O:34][CH:10]([CH2:9][NH:8][S:5]([CH2:4][CH2:3][CH2:2][C:37]1[S:36][CH:40]=[CH:39][NH+:38]=1)(=[O:7])=[O:6])[CH2:11][O:12][C:13](=[O:33])[NH:14][CH2:15][CH2:16][CH2:17][CH2:18][CH2:19][CH2:20][CH2:21][CH2:22][CH2:23][CH2:24][CH2:25][CH2:26][CH2:27][CH2:28][CH2:29][CH2:30][CH2:31][CH3:32] |f:2.3|. Procedure details: A solution of 240 mg (0.38 mM) of 3-(3-iodopropylsulfonylamino)-2-methoxy-1-octadecylcarbamoyloxypropane in 2 ml of thiazole is stirred at 50° C. overnight. After thiazole is evaporated, the residue is recrystallized from dichloromethane-acetone to give 150 mg (0.209 mM) of 2-methoxy-1-octadecylcarbamoyloxy-3-(3-thiazoliopropylsulfonylamino)propane iodide Ia2 in 55% yield. Reactants: C(C1=CC=CC=C1)OC1=C(C=C(C=C1)C=1C(N(C(=NC1)NC1=CC=C(C=C1)F)C)=O)F (5-(4-(benzyloxy)-3-fluorophenyl)-2-(4-fluorophenylamino)-3-methylpyrimidin-4(3H)-one). Run in C(=O)(C(F)(F)F)O (TFA). Yields the product FC=1C=C(C=CC1O)C=1C(N(C(=NC1)NC1=CC=C(C=C1)F)C)=O (5-(3-fluoro-4-hydroxyphenyl)-2-(4-fluorophenylamino)-3-methylpyrimidin-4(3H)-one). The yield is 81.7%. Reaction SMILES: C([O:8][C:9]1[CH:14]=[CH:13][C:12]([C:15]2[C:16](=[O:30])[N:17]([CH3:29])[C:18]([NH:21][C:22]3[CH:27]=[CH:26][C:25]([F:28])=[CH:24][CH:23]=3)=[N:19][CH:20]=2)=[CH:11][C:10]=1[F:31])C1C=CC=CC=1>C(O)(C(F)(F)F)=O>[F:31][C:10]1[CH:11]=[C:12]([C:15]2[C:16](=[O:30])[N:17]([CH3:29])[C:18]([NH:21][C:22]3[CH:27]=[CH:26][C:25]([F:28])=[CH:24][CH:23]=3)=[N:19][CH:20]=2)[CH:13]=[CH:14][C:9]=1[OH:8]. Procedure: A solution of 5-(4-(benzyloxy)-3-fluorophenyl)-2-(4-fluorophenylamino)-3-methylpyrimidin-4(3H)-one (0.139 g, 0.331 mmol) in TFA (1.5 mL) was stirred at 40° C. for 3 hours. The reaction mixture was concentrated to dryness and then purified by flash column chromatography, eluting with 20:1 dichloromethane/MeOH. The desired product (0.089 g, 82%) was obtained as a white solid. Starting materials: ON1C(C=2C(C1=O)=CC=CC2)=O (N-hydroxyphthalimide), ClC=1SC(=CC1)CCl (2-chloro-5-(chloromethyl)thiophene). The product is ClC1=CC=C(S1)CON (O-(5-Chloro-thiophen-2-ylmethyl)-hydroxylamine). RXN SMILES: [OH:1][N:2]1C(=O)C2=CC=CC=C2C1=O.[Cl:13][C:14]1[S:15][C:16]([CH2:19]Cl)=[CH:17][CH:18]=1>>[Cl:13][C:14]1[S:15][C:16]([CH2:19][O:1][NH2:2])=[CH:17][CH:18]=1. Procedure details: Prepared by a similar procedure as described for preparation 15. Starting materials: N-hydroxyphthalimide and 2-chloro-5-(chloromethyl)thiophene (Aldrich). 13C-NMR (DMSO-d6) δ 140.2, 127.9, 126.3, 126.0, 71.1.